This data is from the Open Reaction Database (ORD), a public repository of structured organic reaction records. The task is: describe an organic reaction: reactants, conditions, products, and yield The reactants are NCCCCOCC1=CC=C(O1)CN(C)C (5-[(4-aminobutoxy)methyl]-N,N-dimethyl-2-furanmethanamine), N1=CC(=CC=C1)CC=1C(NC=NC1)=O (5-[(3-pyridinyl)methyl]-4(3H)-pyrimidinone). Product: CN(C)CC1=CC=C(O1)COCCCCNC1=NC=C(C(N1)=O)CC=1C=NC=CC1 (2-[[4-[[5-[(Dimethylamino)methyl]-2-furanyl]methoxy]butyl]amino]-5-[(3-pyridinyl)methyl]-4(3H)-pyrimidinone). The yield is 52.2%. As a reaction SMILES: [NH2:1][CH2:2][CH2:3][CH2:4][CH2:5][O:6][CH2:7][C:8]1[O:12][C:11]([CH2:13][N:14]([CH3:16])[CH3:15])=[CH:10][CH:9]=1.[N:17]1[CH:22]=[CH:21][CH:20]=[C:19]([CH2:23][C:24]2[C:25](=[O:30])[NH:26][CH:27]=[N:28][CH:29]=2)[CH:18]=1>>[CH3:15][N:14]([CH2:13][C:11]1[O:12][C:8]([CH2:7][O:6][CH2:5][CH2:4][CH2:3][CH2:2][NH:1][C:27]2[NH:26][C:25](=[O:30])[C:24]([CH2:23][C:19]3[CH:18]=[N:17][CH:22]=[CH:21][CH:20]=3)=[CH:29][N:28]=2)=[CH:9][CH:10]=1)[CH3:16]. Procedure details: A mixture of 5-[(4-aminobutoxy)methyl]-N,N-dimethyl-2-furanmethanamine (1 g) and 2-methylthio)-5-[(3-pyridinyl)methyl]-4(3H)-pyrimidinone (1 g) was heated at 140° for 7 h. Column chromatography (silica/methanol) of the residue yielded the title compound (0.95 g) as a yellow oil. Run in CO (methanol). The reagents and catalysts are [Pd] (palladium on carbon). The reactants are CN1C(=CC2=CC=CC=C12)C=1C=NC=C(C1)C=C (1-methyl-2-(5-vinyl-pyridin-3-yl)-1H-indole). Conditions: temperature 55 celsius, time 16 hour. Procedure details: To a solution of 1-methyl-2-(5-vinyl-pyridin-3-yl)-1H-indole (Example 105, 0.473 g, 2.02 mmol) in methanol (10 mL) is added palladium on carbon (0.215 g, 0.202 mmol). The reaction mixture is stirred at 55° C. under H2 for 16 h. It is then cooled to room temperature and filtered through celite. The celite layer is washed with methanol thoroughly and the combined filtrate is concentrated in vacuo. The residue is purified by silica gel flash chromatography (heptane-ethyl acetate, 3:1) to afford 1-m... RXN SMILES: [CH3:1][N:2]1[C:10]2[C:5](=[CH:6][CH:7]=[CH:8][CH:9]=2)[CH:4]=[C:3]1[C:11]1[CH:12]=[N:13][CH:14]=[C:15]([CH:17]=[CH2:18])[CH:16]=1>CO.[Pd]>[CH3:1][N:2]1[C:10]2[C:5](=[CH:6][CH:7]=[CH:8][CH:9]=2)[CH:4]=[C:3]1[C:11]1[CH:12]=[N:13][CH:14]=[C:15]([CH2:17][CH3:18])[CH:16]=1. The product is CN1C(=CC2=CC=CC=C12)C=1C=NC=C(C1)CC (1-methyl-2-(5-ethyl-pyridin-3-yl)-1H-indole). Starting materials: COC(=O)C1C(C(CC1)NCC1=C(C=CC(=C1)C=1N=CSC1)OC)C1=CC=C(C=C1)F ((1RS,2RS,3RS)-2-(4-Fluorophenyl)-3-((2-methoxy-5-(thiazol-4-yl)phenyl)methylamino)cyclopentanecarboxylic acid methyl ester), Cl (HCl). The solvent is CO.C(C)OCC (methanol ethyl ether). Yields the product Cl.COC(=O)C1C(C(CC1)NCC1=C(C=CC(=C1)C=1N=CSC1)OC)C1=CC=C(C=C1)F ((1RS,2RS,3RS)-2-(4-Fluorophenyl)-3-((2-methoxy-5-(thiazol-4-yl)phenyl)methylamino)cyclopentanecarboxylic acid methyl ester hydrochloride). As a reaction SMILES: [CH3:1][O:2][C:3]([CH:5]1[CH2:9][CH2:8][CH:7]([NH:10][CH2:11][C:12]2[CH:17]=[C:16]([C:18]3[N:19]=[CH:20][S:21][CH:22]=3)[CH:15]=[CH:14][C:13]=2[O:23][CH3:24])[CH:6]1[C:25]1[CH:30]=[CH:29][C:28]([F:31])=[CH:27][CH:26]=1)=[O:4].[ClH:32]>CO.C(OCC)C>[ClH:32].[CH3:1][O:2][C:3]([CH:5]1[CH2:9][CH2:8][CH:7]([NH:10][CH2:11][C:12]2[CH:17]=[C:16]([C:18]3[N:19]=[CH:20][S:21][CH:22]=3)[CH:15]=[CH:14][C:13]=2[O:23][CH3:24])[CH:6]1[C:25]1[CH:30]=[CH:29][C:28]([F:31])=[CH:27][CH:26]=1)=[O:4] |f:2.3,4.5|. Procedure: Exposure of the product from Step B above to 1.0 equivalent of HCl in methanol/ethyl ether followed by evaporation provided the title compound as a white solid. NMR (400 MHz, CD3OD): δ 9.06 (d, 1H, J=2 Hz), 7.99 (dd, 1H, J=9,2 Hz), 7.85 (d, 1H, J=2 Hz), 7.79 (d, 1H, J=2 Hz), 7.39 (dd, 2H, J=9,5 Hz), 7.22 (t, 2H, J=9 Hz), 7.12 (d, 1H, J=9 Hz), 4.25 (d, 1H, J=13 Hz), 4.10 (d, 1H, J=13 Hz), 3.96-3.85 (m, 2H), 3.75 (s, 3H), 3.63 (s, 3H), 3.38 (quartet, 1H, J=8 Hz), 2.51-2.36 (m, 2H), 2.18-1.96 (m, 2...